This data is from the Open Reaction Database (ORD), a public repository of structured organic reaction records. The task is: describe an organic reaction: reactants, conditions, products, and yield The reactants are NC1=C(N=NC2=C(C(=CC=C12)F)Br)C(=O)NCCC (4-amino-8-bromo-7-fluoro-N-propyl-cinnoline-3-carboxamide), FC1=C(C(=CC=C1)OC)B(O)O (2-fluoro-6-methoxy-phenyl boronic acid). Yields the product NC1=C(N=NC2=C(C(=CC=C12)F)C1=C(C=CC=C1OC)F)C(=O)NCCC (4-amino-7-fluoro-8-(2-fluoro-6-methoxy-phenyl)-N-propyl-cinnoline-3-carboxamide). As a reaction SMILES: [NH2:1][C:2]1[C:11]2[C:6](=[C:7](Br)[C:8]([F:12])=[CH:9][CH:10]=2)[N:5]=[N:4][C:3]=1[C:14]([NH:16][CH2:17][CH2:18][CH3:19])=[O:15].[F:20][C:21]1[CH:26]=[CH:25][CH:24]=[C:23]([O:27][CH3:28])[C:22]=1B(O)O>>[NH2:1][C:2]1[C:11]2[C:6](=[C:7]([C:22]3[C:23]([O:27][CH3:28])=[CH:24][CH:25]=[CH:26][C:21]=3[F:20])[C:8]([F:12])=[CH:9][CH:10]=2)[N:5]=[N:4][C:3]=1[C:14]([NH:16][CH2:17][CH2:18][CH3:19])=[O:15]. Procedure: Using Method G, 4-amino-8-bromo-7-fluoro-N-propyl-cinnoline-3-carboxamide and 2-fluoro-6-methoxy-phenyl boronic acid were reacted to afford the title compound as a white solid. 1H NMR (500 MHz, DMSO-d6) δ 9.16 (br, 1H), 9.06 (m, 1H), 8.58 (m, 1H), 8.32 (br, 1H), 7.76(m, 1H), 7.50 (m, 1H), 7.02(m, 1H), 6.94(m, 1H), 3.68 (s, 3H), 3.31-3.25 (m, 2H), 1.57 (m, 2H), 0.89 (t, J=7.0 Hz, 3H). MS APCI, m/z=373 (M+H). Starting materials: NC=1SC=C(N1)CO\N=C(/C1=NOC(N1)=O)\C1=CC=CC=C1 (3-[(Z)-{[(2-amino-1,3-thiazol-4-yl)methoxy]imino}(phenyl)methyl]-1,2,4-oxadiazol-5(4H)-one), C([O-])([O-])=O.[K+].[K+] (potassium carbonate), IC (iodomethane). The solvent is CC#N (MeCN), CN(C)C=O (DMF). Run at time 8 hour. The product is NC=1SC=C(N1)CO\N=C(/C1=NOC(N1C)=O)\C1=CC=CC=C1 (3-[(Z)-{[(2-amino-1,3-thiazol-4-yl)methoxy]imino}(phenyl)methyl]-4-methyl-1,2,4-oxadiazol-5(4H)-one). The yield is 61.6%. Reaction SMILES: [NH2:1][C:2]1[S:3][CH:4]=[C:5]([CH2:7][O:8]/[N:9]=[C:10](/[C:17]2[CH:22]=[CH:21][CH:20]=[CH:19][CH:18]=2)\[C:11]2[NH:15][C:14](=[O:16])[O:13][N:12]=2)[N:6]=1.[C:23](=O)([O-])[O-].[K+].[K+].IC>CC#N.CN(C=O)C>[NH2:1][C:2]1[S:3][CH:4]=[C:5]([CH2:7][O:8]/[N:9]=[C:10](/[C:17]2[CH:22]=[CH:21][CH:20]=[CH:19][CH:18]=2)\[C:11]2[N:15]([CH3:23])[C:14](=[O:16])[O:13][N:12]=2)[N:6]=1 |f:1.2.3|. Procedure details: To a solution of 3-[(Z)-{[(2-amino-1,3-thiazol-4-yl)methoxy]imino}(phenyl)methyl]-1,2,4-oxadiazol-5(4H)-one (2.89 g, 50% purity, 4.56 mmol, 1 eq.) in MeCN (50 ml) and DMF (10 ml) was added potassium carbonate (757 mg, 5.48 mmol, 1.2 eq.) followed by iodomethane (778 mg, 5.48 mmol, 1.2 eq.). The reaction was stirred at room temperature overnight. The reaction was quenched by addition of water and extracted with EtOAc (3×50 ml). The organics were combined, washed with aq. sat. NaCl, dried over MgS... Reactants: C1CCOC1, CCOC(=O)c1csnc1C, Cl. Yields the product Cc1nscc1C(=O)O. Reaction SMILES: [CH2:12]1[O:13][CH2:14][CH2:15][CH2:16]1.[CH2:1]([CH3:2])[O:3][C:4](=[O:5])[c:6]1[c:7]([CH3:11])[n:8][s:9][cH:10]1.[ClH:17]>>[O:3]=[C:4]([OH:5])[c:6]1[c:7]([CH3:11])[n:8][s:9][cH:10]1. Starting materials: C(C1=CC=CC=C1)OC1=CC=C(C(=O)NC=2C(=CC(=NC2)OC[C@H](C)NC(OC(C)(C)C)=O)Cl)C=C1 (tert-butyl ((2S)-1-((5-((4-(benzyloxy)benzoyl)amino)-4-chloropyridin-2-yl)oxy)propan-2-yl)carbamate), C([O-])([O-])=O.[K+].[K+] (potassium carbonate), C(C)(=O)OCC (ethyl acetate). The reagents and catalysts are [Cu]I (copper(I) iodide). The solvent is CN(C)C=O (DMF). Run at temperature 160 celsius, time 3.5 hour. Yields the product C(C1=CC=CC=C1)OC1=CC=C(C=C1)C=1OC2=C(C=NC(=C2)OC[C@H](C)NC(OC(C)(C)C)=O)N1 (tert-butyl ((2S)-1-((2-(4-(benzyloxy)phenyl)[1,3]oxazolo[4,5-c]pyridin-6-yl)oxy)propan-2-yl)carbamate). Isolated yield 35.7%. RXN SMILES: [CH2:1]([O:8][C:9]1[CH:36]=[CH:35][C:12]([C:13]([NH:15][C:16]2[C:17](Cl)=[CH:18][C:19]([O:22][CH2:23][C@@H:24]([NH:26][C:27](=[O:33])[O:28][C:29]([CH3:32])([CH3:31])[CH3:30])[CH3:25])=[N:20][CH:21]=2)=[O:14])=[CH:11][CH:10]=1)[C:2]1[CH:7]=[CH:6][CH:5]=[CH:4][CH:3]=1.C(=O)([O-])[O-].[K+].[K+].C(OCC)(=O)C>CN(C=O)C.[Cu]I>[CH2:1]([O:8][C:9]1[CH:36]=[CH:35][C:12]([C:13]2[O:14][C:17]3[CH:18]=[C:19]([O:22][CH2:23][C@@H:24]([NH:26][C:27](=[O:33])[O:28][C:29]([CH3:32])([CH3:31])[CH3:30])[CH3:25])[N:20]=[CH:21][C:16]=3[N:15]=2)=[CH:11][CH:10]=1)[C:2]1[CH:7]=[CH:6][CH:5]=[CH:4][CH:3]=1 |f:1.2.3|. Procedure details: A suspension of tert-butyl ((2S)-1-((5-((4-(benzyloxy)benzoyl)amino)-4-chloropyridin-2-yl)oxy)propan-2-yl)carbamate (2.50 g), potassium carbonate (1.35 g) and copper(I) iodide (93.9 mg) in DMF (20 mL) was stirred at 160° C. for 3.5 hr. The reaction mixture was subjected to silica gel chromatography (NH, ethyl acetate), washed with saturated brine, and dried over anhydrous magnesium sulfate. The solvent was evaporated, and the obtained solid was washed with ethyl acetate/hexane to give the title ...